This data is from the Open Reaction Database (ORD), a public repository of structured organic reaction records. The task is: describe an organic reaction: reactants, conditions, products, and yield Starting materials: O1C(CCCC1)ON1C([C@@H]([C@@H]1C)C\C=C\[Sn](CCCC)(CCCC)CCCC)=O ((3R,4S)-1-(2-tetrahydropyranyloxy)-3-((2E)-3-tributylstannyl-2-propene-1-yl)-4-methylazetidin-2-one), BrC=1SC=CC1 (2-bromothiophene), [Cl-].[Na+] (sodium chloride), [OH-].[NH4+] (ammonium hydroxide). Reagents/catalysts: [Pd](Cl)Cl.C1(=CC=CC=C1)P(C1=CC=CC=C1)C1=CC=CC=C1 (triphenyphosphine palladium (II) dichloride). Run in CN(C=O)C (dimethylformamide). Reaction conditions: temperature 80 celsius. Product: O1C(CCCC1)ON1C([C@@H]([C@@H]1C)C\C=C\C=1SC=CC1)=O ((3R,4S)-1-(2-tetrahydropyranyloxy)-3-((2E)-3-(thiophene-2-yl)-2-propene-1-yl)-4-methylazetidin-2-one). Yield: 54.2%. RXN SMILES: [O:1]1[CH2:6][CH2:5][CH2:4][CH2:3][CH:2]1[O:7][N:8]1[C@@H:11]([CH3:12])[C@@H:10]([CH2:13]/[CH:14]=[CH:15]/[Sn](CCCC)(CCCC)CCCC)[C:9]1=[O:29].Br[C:31]1[S:32][CH:33]=[CH:34][CH:35]=1.[OH-].[NH4+].[Cl-].[Na+]>CN(C)C=O.[Pd](Cl)Cl.C1(P(C2C=CC=CC=2)C2C=CC=CC=2)C=CC=CC=1>[O:1]1[CH2:6][CH2:5][CH2:4][CH2:3][CH:2]1[O:7][N:8]1[C@@H:11]([CH3:12])[C@@H:10]([CH2:13]/[CH:14]=[CH:15]/[C:31]2[S:32][CH:33]=[CH:34][CH:35]=2)[C:9]1=[O:29] |f:2.3,4.5,7.8|. Reported procedure: To a solution of (3R,4S)-1-(2-tetrahydropyranyloxy)-3-((2E)-3-tributylstannyl-2-propene-1-yl)-4-methylazetidin-2-one (400 mg, 0.78 mmol) in 1 mL of dimethylformamide is added 2-bromothiophene (152 mg, 0.93 mmol) and triphenyphosphine palladium (II) dichloride (27 mg, 0.04 mmol). The resulting solution is heated at 80° C. for 2 h, then 0.5 mL ammonium hydroxide is added. The reaction mixture is poured into saturated sodium chloride solution (20 mL) and extracted with 1:1 ethyl acetate/hexane (50 ... Reactants: ClC1=NC(=NC(=C1C#N)NCCO)NCCO (4-chloro-2,6-bis-(2-hydroxy-ethylamino)-pyrimidine-5-carbonitrile), COC1=C(C=CC=C1)N1CCNCC1 (1-(2-methoxy-phenyl)-piperazine), C(C)N(C(C)C)C(C)C (N-ethyl-diisopropylamine). The solvent is O1CCOCC1 (dioxane). Product: OCCNC1=NC(=C(C(=N1)NCCO)C#N)N1CCN(CC1)C1=C(C=CC=C1)OC (2,4-bis-(2-hydroxy-ethylamino)-6-[4-(2-methoxy-phenyl)-piperazin-1-yl]-pyrimidine-5-carbonitrile). RXN SMILES: Cl[C:2]1[C:7]([C:8]#[N:9])=[C:6]([NH:10][CH2:11][CH2:12][OH:13])[N:5]=[C:4]([NH:14][CH2:15][CH2:16][OH:17])[N:3]=1.[CH3:18][O:19][C:20]1[CH:25]=[CH:24][CH:23]=[CH:22][C:21]=1[N:26]1[CH2:31][CH2:30][NH:29][CH2:28][CH2:27]1.C(N(C(C)C)C(C)C)C>O1CCOCC1>[OH:17][CH2:16][CH2:15][NH:14][C:4]1[N:5]=[C:6]([NH:10][CH2:11][CH2:12][OH:13])[C:7]([C:8]#[N:9])=[C:2]([N:29]2[CH2:28][CH2:27][N:26]([C:21]3[CH:22]=[CH:23][CH:24]=[CH:25][C:20]=3[O:19][CH3:18])[CH2:31][CH2:30]2)[N:3]=1. Procedure details: In analogy to the procedure described in example 20b, 4-chloro-2,6-bis-(2-hydroxy-ethylamino)-pyrimidine-5-carbonitrile was treated with 1-(2-methoxy-phenyl)-piperazine in dioxane in the presence of N-ethyl-diisopropylamine at 60° C. to yield the 2,4-bis-(2-hydroxy-ethylamino)-6-[4-(2-methoxy-phenyl)-piperazin-1-yl]-pyrimidine-5-carbonitrile as a yellowish lyophilisate; MS: [M+H]+=414.